This data is from the Open Reaction Database (ORD), a public repository of structured organic reaction records. The task is: describe an organic reaction: reactants, conditions, products, and yield Starting materials: [NH4+].[OH-] (NH4OH), C(C)(C)(C)OC(=O)N[C@@H](CCC1=CC=CC=C1)C(=O)O (N-(t-butoxycarbonyl)-L-homophenylalanine), C(CCl)Cl (EDC), C=1C=CC2=C(C1)N=NN2O (HOBT). Solvent: CN(C)C=O (DMF), C(Cl)Cl (CH2Cl2). The product is C(C)(C)(C)OC(=O)NC([C@@H](N)CCC1=CC=CC=C1)=O (N-(t-butoxycarbonyl)-L-homophenylalaninamide). Yield: 78.0%. As a reaction SMILES: [NH4+:1].[OH-:2].[C:3]([O:7][C:8]([NH:10][C@H:11](C(O)=O)[CH2:12][CH2:13][C:14]1C=CC=CC=1)=[O:9])([CH3:6])([CH3:5])[CH3:4].C(Cl)CCl.[CH:27]1[CH:28]=[CH:29][C:30]2N(O)N=N[C:31]=2[CH:32]=1>CN(C=O)C.C(Cl)Cl>[C:3]([O:7][C:8]([NH:10][C:11](=[O:2])[C@H:12]([CH2:13][CH2:14][C:31]1[CH:30]=[CH:29][CH:28]=[CH:27][CH:32]=1)[NH2:1])=[O:9])([CH3:6])([CH3:5])[CH3:4] |f:0.1|. Reported procedure: NH4OH (4 mL) was added to a premixed (15 min) solution of N-(t-butoxycarbonyl)-L-homophenylalanine (4.00 g, 14.3 mmol), EDC (3.24 g, 17.2 mmol), and HOBT (2.32 g, 17.2 mmol) in DMF (20 mL) at room temperature. After 16 h the reaction mixture was diluted with CH2Cl2 and filtered, washed sequentially with 10% aqueous HCI, satd. NaHCO3, H2O (×3), brine, dried over Na2SO4, and concentrated giving N-(t-butoxycarbonyl)-L-homophenylalaninamide (3.10 g, 78%) as a white solid. The reactants are hexanes, C(C)(C)(C)C1=C(C(=CC=2C(COC21)(C)C)NC2=CC=C(C=C2)OC)C (7-t-butyl-5-[(4-methoxy-phenyl)-amino]-3,3,6-trimethyl-2,3-dihydro-benzofuran), C(CCC)[Li] (n-butyllithium), C(C)(C)(C)C1=C(C(=CC=2C(COC21)(C)C)NC2=CC=C(C=C2)OC)C (7-t-butyl-5-[(4-methoxy-phenyl)-amino]-3,3,6-trimethyl-2,3-dihydro-benzofuran), solution, IC (iodomethane). Run in O1CCCC1 (tetrahydrofuran). Product: C(C)(C)(C)C1=C(C(=CC=2C(COC21)(C)C)N(C2=CC=C(C=C2)OC)CC)C (7-t-Butyl-5-[ethyl-(4-methoxy-phenyl)-amino]-3,3,6-trimethyl-2,3-dihydro-benzofuran). The yield is 92.0%. RXN SMILES: [C:1]([C:5]1[C:13]2[O:12][CH2:11][C:10]([CH3:15])([CH3:14])[C:9]=2[CH:8]=[C:7]([NH:16][C:17]2[CH:22]=[CH:21][C:20]([O:23][CH3:24])=[CH:19][CH:18]=2)[C:6]=1[CH3:25])([CH3:4])([CH3:3])[CH3:2].[CH2:26]([Li])[CH2:27]CC.IC>O1CCCC1>[C:1]([C:5]1[C:13]2[O:12][CH2:11][C:10]([CH3:15])([CH3:14])[C:9]=2[CH:8]=[C:7]([N:16]([CH2:26][CH3:27])[C:17]2[CH:22]=[CH:21][C:20]([O:23][CH3:24])=[CH:19][CH:18]=2)[C:6]=1[CH3:25])([CH3:2])([CH3:3])[CH3:4]. Procedure details: Following general procedure L and using 7-t-butyl-5-[(4-methoxy-phenyl)-amino]-3,3,6-trimethyl-2,3-dihydro-benzofuran (Compound 53), (0.12 g, 0.35 mmol), 1.6M solution of n-butyllithium in hexanes (0.442 mL, 0.7 mmol) and iodomethane (0.281 mL, 3.5 mmol) in 2 mL of anhydrous tetrahydrofuran, the title compound (0.11 9 g, 92%) was obtained as a brown oil. 1H NMR (300 MHz, CDCl3): δ 6.76 (d, 2H, J=9.0 Hz), 6.72 (s, 1H), 6.41 (d, 2H, J=9.0 Hz), 4.14 (s, 2H), 3.73 (s, 3H), 2.60 (s, 3H), 1.52 (s, 9H)...